describe an organic reaction: reactants, conditions, products, and yield From a dataset of the Open Reaction Database (ORD), a public repository of structured organic reaction records. Starting materials: ClC=1C=C2C(N(C(C2=CC1Cl)=O)C=1C(=C(C2=C(C(C(O2)(C)C)C2=CC=C(C=C2)C(C)C)C1C)C)C)=O (5,6-dichloro-2-[3-(4-isopropylphenyl)-2,2,4,6,7-pentamethyl-2,3-dihydro-1-benzofuran-5-yl]-1H-isoindole-1,3(2H)-dione). Solvent: CCCCCC (Hexane). The product is ClC=1C=C2CN(CC2=CC1Cl)C=1C(=C(C2=C(C(C(O2)(C)C)C2=CC=C(C=C2)C(C)C)C1C)C)C (5,6-Dichloro-2-[3-(4-isopropylphenyl)-2,2,4,6,7-pentamethyl-2,3-dihydro-1-benzofuran-5-yl]isoindoline). The yield is 16.0%. As a reaction SMILES: [Cl:1][C:2]1[CH:3]=[C:4]2[C:8](=[CH:9][C:10]=1[Cl:11])[C:7](=O)[N:6]([C:13]1[C:14]([CH3:35])=[C:15]([CH3:34])[C:16]3[O:20][C:19]([CH3:22])([CH3:21])[CH:18]([C:23]4[CH:28]=[CH:27][C:26]([CH:29]([CH3:31])[CH3:30])=[CH:25][CH:24]=4)[C:17]=3[C:32]=1[CH3:33])[C:5]2=O>CCCCCC>[Cl:11][C:10]1[CH:9]=[C:8]2[C:4](=[CH:3][C:2]=1[Cl:1])[CH2:5][N:6]([C:13]1[C:14]([CH3:35])=[C:15]([CH3:34])[C:16]3[O:20][C:19]([CH3:21])([CH3:22])[CH:18]([C:23]4[CH:28]=[CH:27][C:26]([CH:29]([CH3:31])[CH3:30])=[CH:25][CH:24]=4)[C:17]=3[C:32]=1[CH3:33])[CH2:7]2. Procedure: By using 5,6-dichloro-2-[3-(4-isopropylphenyl)-2,2,4,6,7-pentamethyl-2,3-dihydro-1-benzofuran-5-yl]-1H-isoindole-1,3(2H)-dione, the title compound was synthesized according to Example 2a. Yield: 16%. Melting point: 148-150° C. (Hexane) Starting materials: ClC1=CC=C2C3(C(NC2=C1)=O)C(CC(CC3OC(C)C)=O)C3=CC(=CC=C3)Cl (rac-(1R,2S,6R)-6′-chloro-2-(3-chlorophenyl)-6-(1-methylethoxy)-spiro[cyclohexane-1,3′-[3H]indole]-2′,4(1′H)-dione), [N-]=[N+]=[N-].[Na+] (NaN3). The reagents and catalysts are Cl[Ti](Cl)(Cl)Cl (TiCl4). Run in C(C)#N (acetonitrile). Yields the product ClC1=CC=C2[C@]3(C(NC2=C1)=O)[C@@H](CNC(C[C@@H]3C3=CC(=CC=C3)Cl)=O)OC(C)C ((3S,4S,5R)-6′-chloro-5-(3-chlorophenyl)-1,1′,2,2′,3,5,6,7-octahydro-3-(1-methylethoxy)-spiro[4H-azepine-4,3′-[3H]-indole]-2′,7-dione). Yield: 9.8%. Reaction SMILES: [Cl:1][C:2]1[CH:10]=[C:9]2[C:5]([C:6]3([CH:16]([O:17][CH:18]([CH3:20])[CH3:19])[CH2:15][C:14](=[O:21])[CH2:13][CH:12]3[C:22]3[CH:27]=[CH:26][CH:25]=[C:24]([Cl:28])[CH:23]=3)[C:7](=[O:11])[NH:8]2)=[CH:4][CH:3]=1.[N-:29]=[N+]=[N-].[Na+]>C(#N)C.Cl[Ti](Cl)(Cl)Cl>[Cl:1][C:2]1[CH:10]=[C:9]2[C:5]([C@:6]3([C@@H:12]([C:22]4[CH:27]=[CH:26][CH:25]=[C:24]([Cl:28])[CH:23]=4)[CH2:13][C:14](=[O:21])[NH:29][CH2:15][C@H:16]3[O:17][CH:18]([CH3:20])[CH3:19])[C:7](=[O:11])[NH:8]2)=[CH:4][CH:3]=1 |f:1.2|. Procedure: In a manner similar to the method described in example 2 (method A), rac-(1R,2S,6R)-6′-chloro-2-(3-chlorophenyl)-6-(1-methylethoxy)-spiro[cyclohexane-1,3′-[3H]indole]-2′,4(1′H)-dione (138.0 mg, 0.33 mmole) was treated with NaN3 (54.0 mg, 0.83 mmole) in the presence of TiCl4 (1.0 M in CH2Cl2, 0.33 mL) (Aldrich) in acetonitrile (10 mL) at reflux for 6 hrs, followed by chiral chromatograph to give (3S,4S,5R)-6′-chloro-5-(3-chlorophenyl)-1,1′,2,2′,3,5,6,7-octahydro-3-(1-methylethoxy)-spiro[4H-azepin...